Dataset: the Open Reaction Database (ORD), a public repository of structured organic reaction records. Task: describe an organic reaction: reactants, conditions, products, and yield The reactants are BrCCC1=CC=CC=C1 (2-bromoethyl benzene), [H-].[Na+] (sodium hydride), COC(=O)CC1=CC=C(C=C1)Cl (methyl 4-chlorophenyl acetate). The solvent is CN(C)C=O (DMF), CN(C)C=O (DMF), CN(C)C=O (DMF). Run at time 8 hour. Product: ClC1=CC(=C(C=C1)CC(=O)OC)CCC1=CC=CC=C1 (4-chloro-2-(2-phenylethyl)benzeneacetic acid, methyl ester). The yield is 40.4%. Reaction SMILES: [H-].[Na+].[CH3:3][O:4][C:5]([CH2:7][C:8]1[CH:13]=[CH:12][C:11]([Cl:14])=[CH:10][CH:9]=1)=[O:6].Br[CH2:16][CH2:17][C:18]1[CH:23]=[CH:22][CH:21]=[CH:20][CH:19]=1>CN(C=O)C>[Cl:14][C:11]1[CH:12]=[CH:13][C:8]([CH2:7][C:5]([O:4][CH3:3])=[O:6])=[C:9]([CH2:16][CH2:17][C:18]2[CH:23]=[CH:22][CH:21]=[CH:20][CH:19]=2)[CH:10]=1 |f:0.1|. Procedure: To a solution of 4.35 g of 60% sodium hydride in 50 ml of DMF was added dropwise 20.0 g of methyl 4-chlorophenyl acetate in 25 ml of DMF. Once the evolution had ceased a mixture of 20.0 g of 2-bromoethyl benzene in 25 m of DMF was added and the reaction was stirred at room temPerature overnight. The reaction was then partitioned between 400 ml of ether and 200 ml of H2O. The ether extracts were washed with H2O, dried over magnesium sulfate, filtered and concentrated to 32.9 g of a yellow oil. Ch... Reactants: CCC(CC)CC1CC(c2onc(C(CCO[Si](c3ccccc3)(c3ccccc3)C(C)(C)C)CC(=O)OC(C)(C)C)c2C2CC2)C1, CC(=O)O, CCCC[N+](CCCC)(CCCC)CCCC, [F-], C1CCOC1, O. The product is CCC(CC)CC1CC(c2onc(C(CCO)CC(=O)OC(C)(C)C)c2C2CC2)C1. As a reaction SMILES: [C:24]([Si:25]([c:26]1[cH:27][cH:28][cH:59][cH:60][cH:61]1)([O:29][CH2:30][CH2:31][CH:32]([CH2:33][C:34](=[O:35])[O:36][C:37]([CH3:38])([CH3:39])[CH3:40])[c:41]1[n:42][o:43][c:44]([CH:49]2[CH2:50][CH:51]([CH2:53][CH:54]([CH2:55][CH3:56])[CH2:57][CH3:58])[CH2:52]2)[c:45]1[CH:46]1[CH2:47][CH2:48]1)[c:62]1[cH:63][cH:64][cH:65][cH:66][cH:67]1)([CH3:68])([CH3:69])[CH3:70].[CH3:20][C:21](=[O:22])[OH:23].[CH3:2][CH2:3][CH2:4][CH2:5][N+:6]([CH2:7][CH2:8][CH2:9][CH3:10])([CH2:11][CH2:12][CH2:13][CH3:14])[CH2:15][CH2:16][CH2:17][CH3:18].[F-:1].[O:71]1[CH2:72][CH2:73][CH2:74][CH2:75]1.[OH2:19]>>[OH:29][CH2:30][CH2:31][CH:32]([CH2:33][C:34](=[O:35])[O:36][C:37]([CH3:38])([CH3:39])[CH3:40])[c:41]1[n:42][o:43][c:44]([CH:49]2[CH2:50][CH:51]([CH2:53][CH:54]([CH2:55][CH3:56])[CH2:57][CH3:58])[CH2:52]2)[c:45]1[CH:46]1[CH2:47][CH2:48]1. Reported procedure: 6-Amino-2-(4-chloro-2-fluoro-3-methoxy-phenyl)-pyrimidine-4-carboxylic acid methyl ester (778 mg, 2.5 mmol) and F-TEDA (974 mg, 2.75 mmol) were combined in acetonitrile and heated at reflux for 4 hours (reaction made little progress after 1 hour). The reaction mixture was cooled to room temperature and filtered. The filtrate was concentrated, purified by column chromatography, and then purified a second time by preparative HPLC to yield 6-amino-2-(4-chloro-2-fluoro-3-methoxyphenyl)-5-fluoropyrim... Solvent: C(C)#N (acetonitrile). The product is COC(=O)C1=NC(=NC(=C1F)N)C1=C(C(=C(C=C1)Cl)OC)F (6-amino-2-(4-chloro-2-fluoro-3-methoxyphenyl)-5-fluoropyrimidine-4-carboxylic acid methyl ester). Starting materials: COC(=O)C1=NC(=NC(=C1)N)C1=C(C(=C(C=C1)Cl)OC)F (6-Amino-2-(4-chloro-2-fluoro-3-methoxy-phenyl)-pyrimidine-4-carboxylic acid methyl ester), [B-](F)(F)(F)F.[B-](F)(F)(F)F.C1C[N+]2(CC[N+]1(CC2)CCl)F (F-TEDA). RXN SMILES: [CH3:1][O:2][C:3]([C:5]1[CH:10]=[C:9]([NH2:11])[N:8]=[C:7]([C:12]2[CH:17]=[CH:16][C:15]([Cl:18])=[C:14]([O:19][CH3:20])[C:13]=2[F:21])[N:6]=1)=[O:4].[B-](F)(F)(F)[F:23].[B-](F)(F)(F)F.C1[N+]2(CCl)CC[N+](F)(CC2)C1>C(#N)C>[CH3:1][O:2][C:3]([C:5]1[C:10]([F:23])=[C:9]([NH2:11])[N:8]=[C:7]([C:12]2[CH:17]=[CH:16][C:15]([Cl:18])=[C:14]([O:19][CH3:20])[C:13]=2[F:21])[N:6]=1)=[O:4] |f:1.2.3|. Isolated yield 3.2%. Starting materials: FC1=CC=C(C=C1)C1C(C(C2=CC=CC=C12)C1=CC2=C(C=C1)OCO2)C(=O)OCC (ethyl (1RS,2RS,3SR)-1-(4-fluorophenyl)-3-(3,4-methylenedioxyphenyl)indane-2-carboxylate), [OH-].[K+] (KOH). The solvent is CCO (EtOH). Reaction conditions: time 8 hour. The product is FC1=CC=C(C=C1)C1C(C(C2=CC=CC=C12)C1=CC2=C(C=C1)OCO2)C(=O)O ((1RS,2SR,3SR)-1-(4-Fluorophenyl)-3-(3,4-methylenedioxyphenyl)indane-2-carboxylic acid), solid. The yield is 39.0%. As a reaction SMILES: [F:1][C:2]1[CH:7]=[CH:6][C:5]([CH:8]2[C:16]3[C:11](=[CH:12][CH:13]=[CH:14][CH:15]=3)[CH:10]([C:17]3[CH:22]=[CH:21][C:20]4[O:23][CH2:24][O:25][C:19]=4[CH:18]=3)[CH:9]2[C:26]([O:28]CC)=[O:27])=[CH:4][CH:3]=1.[OH-].[K+]>CCO>[F:1][C:2]1[CH:7]=[CH:6][C:5]([CH:8]2[C:16]3[C:11](=[CH:12][CH:13]=[CH:14][CH:15]=3)[CH:10]([C:17]3[CH:22]=[CH:21][C:20]4[O:23][CH2:24][O:25][C:19]=4[CH:18]=3)[CH:9]2[C:26]([OH:28])=[O:27])=[CH:4][CH:3]=1 |f:1.2|. Procedure: To a solution of ethyl (1RS,2RS,3SR)-1-(4-fluorophenyl)-3-(3,4-methylenedioxyphenyl)indane-2-carboxylate (60 mg, 0.15 mmol) in EtOH (0.5 ml) was added 6M KOH (0.14 ml, 0.84 mmol). The resulting mixture was allowed to stir at room temperature overnight, then was concentrated under reduced pressure. The residue was partitioned between H2O and Et2O. The aqueous phase was acidified with 3M HCl and extracted several times with EtOAc. The combined EtOAc extracts were washed successively with H2O and s... Starting materials: CC(C=O)=CC#CC(=CCOC(C)=O)C (2,6-dimethyl-8-acetoxy-2,6-octadien-4-in-1-al), C1(=CC=C(C=C1)S(=O)(=O)O)C (p-toluenesulfonic acid), C(C)OC(O)O (orthoformic acid ethyl ester), P(O)(O)(O)=O (phosphoric acid). Run in CCOCC (ether), CO (methanol), N1=CC=CC=C1 (pyridine). Conditions: time 20 hour. Yields the product C(C)OC(C(=CC#CC(=CCOC(C)=O)C)C)OCC (1,1-diethoxy-2,6-dimethyl-8-acetoxy-2,6-octadien-4-in). As a reaction SMILES: [CH3:1][C:2](=[CH:5][C:6]#[C:7][C:8]([CH3:15])=[CH:9][CH2:10][O:11][C:12](=[O:14])[CH3:13])[CH:3]=[O:4].[CH2:16]([O:18]C(O)O)[CH3:17].P(=O)(O)(O)O.[C:27]1(C)C=CC(S(O)(=O)=O)=C[CH:28]=1>CCOCC.N1C=CC=CC=1.CO>[CH2:27]([O:4][CH:3]([O:18][CH2:16][CH3:17])[C:2]([CH3:1])=[CH:5][C:6]#[C:7][C:8]([CH3:15])=[CH:9][CH2:10][O:11][C:12](=[O:14])[CH3:13])[CH3:28]. Procedure details: 36 g. of 2,6-dimethyl-8-acetoxy-2,6-octadien-4-in-1-al is reacted with 31 g. of orthoformic acid ethyl ester and a solution of 0.3 ml. of phosphoric acid and 150 mg. of p-toluenesulfonic acid in 20 ml. of absolute methanol. After standing for 20 hours at room temperature in a nitrogen atmosphere, 2 ml. of absolute pyridine is added and the reaction mixture taken up in ether. The ether extract is washed with sodium bicarbonate solution and water, dried over potassium carbonate, filtered and evapo... Starting materials: O (water), C[O-].[Na+] (sodium methoxide), C(C)(=O)S[C@@H]1[C@@H](OCCC1)COCC1=CC=CC=C1 (S-(cis-2-benzyloxymethyltetrahydropyran-3-yl) thioacetate), CS(=O)(=O)O (methanesulfonic acid). Solvent: CO (methanol). Conditions: time 2 hour. The product is C(C1=CC=CC=C1)OC[C@@H]1OCCC[C@@H]1S (cis-2-Benzyloxymethyltetrahydropyran-3-thiol). As a reaction SMILES: C[O-].[Na+].C([S:7][C@H:8]1[CH2:13][CH2:12][CH2:11][O:10][C@H:9]1[CH2:14][O:15][CH2:16][C:17]1[CH:22]=[CH:21][CH:20]=[CH:19][CH:18]=1)(=O)C.CS(O)(=O)=O.O>CO>[CH2:16]([O:15][CH2:14][C@H:9]1[C@@H:8]([SH:7])[CH2:13][CH2:12][CH2:11][O:10]1)[C:17]1[CH:18]=[CH:19][CH:20]=[CH:21][CH:22]=1 |f:0.1|. Procedure details: 1.04 ml of an approximately 28% w/v methanolic solution of sodium methoxide was added dropwise at -10° C. to 1.422 g of dl-S-(cis-2-benzyloxymethyltetrahydropyran-3-yl) thioacetate (prepared as described in Preparation 38) dissolved in 30 ml of methanol. The reaction mixture was stirred at -10° to 0° C. for 2 hours, and then 0.33 ml of methanesulfonic acid was added. The reaction mixture was then poured into water and extracted with ethyl acetate. The extracts were washed with water, dried over ... Starting materials: hydrochloride salt, CC1=CC=C(C=C1)S(=O)(=O)OCC1OC2=C(C1)C=C(C=C2C2=C(C=C(C=C2)F)F)Cl ((±)-[5-chloro-7-(2,4-difluorophenyl)-2,3-dihydro-1-benzofuran-2-yl]methyl 4-methylbenzenesulfonate), CN (methylamine). Product: ClC=1C=C(C2=C(CC(O2)CNC)C1)C1=C(C=C(C=C1)F)F ((±)-{[5-chloro-7-(2,4-difluorophenyl)-2,3-dihydro-1-benzofuran-2-yl]methyl}methylamine). As a reaction SMILES: CC1C=CC(S(O[CH2:12][CH:13]2[CH2:17][C:16]3[CH:18]=[C:19]([Cl:30])[CH:20]=[C:21]([C:22]4[CH:27]=[CH:26][C:25]([F:28])=[CH:24][C:23]=4[F:29])[C:15]=3[O:14]2)(=O)=O)=CC=1.[CH3:31][NH2:32]>>[Cl:30][C:19]1[CH:20]=[C:21]([C:22]2[CH:27]=[CH:26][C:25]([F:28])=[CH:24][C:23]=2[F:29])[C:15]2[O:14][CH:13]([CH2:12][NH:32][CH3:31])[CH2:17][C:16]=2[CH:18]=1. Reported procedure: The title compound was prepared (0.059 g, 48%) following the general procedure of Example 390 as a white solid, hydrochloride salt from (±)-[5-chloro-7-(2,4-difluorophenyl)-2,3-dihydro-1-benzofuran-2-yl]methyl 4-methylbenzenesulfonate (0.162 g, 0.36 mmol) and methylamine (0.112 g, 3.6 mmol). mp 163-165° C. RXN SMILES: [OH:1][CH2:2][C:3]([C@@H:5]([C@H:7]([C@@H:9]([CH2:11][OH:12])[OH:10])[OH:8])[OH:6])=[O:4].B(F)(F)F.CCO[CH2:20][CH3:21].[CH3:22][O-].[Na+].[CH3:25][C:26]([CH3:28])=O>>[CH3:22][C:20]1([CH3:21])[O:6][CH:5]2[CH:7]3[O:8][C:26]([CH3:28])([CH3:25])[O:10][C:9]3([CH2:11][OH:12])[O:4][CH:3]2[CH2:2][O:1]1 |f:1.2,3.4|. The product is CC1(OCC2C(O1)C3C(O2)(OC(O3)(C)C)CO)C (2,3:4,6-di-O-isopropylidene-α-L-sorbofuranose). Reported procedure: A mixture of 20 g (111 millimoles) of sorbose, 2 ml (16.4 millimoles) of boron trifluoride etherate and 400 ml of acetone was refluxed for 4 hours, the condensate flowing back being dried as described in Example 1. When 0.4 g (10.5 millimoles) of sodium methylate were added and the mixture worked up as described in Example 5, 23.5 g (81%) of 2,3:4,6-di-O-isopropylidene-α-L-sorbofuranose were obtained. The yield is 81.0%. Starting materials: OCC(=O)[C@H](O)[C@@H](O)[C@H](O)CO (sorbose), B(F)(F)F.CCOCC (boron trifluoride etherate), CC(=O)C (acetone), C[O-].[Na+] (sodium methylate).